This data is from the Open Reaction Database (ORD), a public repository of structured organic reaction records. The task is: describe an organic reaction: reactants, conditions, products, and yield Starting materials: C=CC1=CC=CC=C1 (styrene), C(C=C)#N (acrylonitrile), 100, C(C=C)(=O)OCCCC (butyl acrylate), C(C=C)#N (acrylonitrile), C(CCC)OC(C=C)=O (butylacrylate), C=CC1=CC=CC=C1 (styrene), C(C=C)(=O)OCCCC (butyl acrylate). Solvent: C(C)C(=O)C (methyl ethyl ketone). Product: 55S, C(C=C)#N.C=CC1=CC=CC=C1 (styrene acrylonitrile). Reaction SMILES: C(OC(=O)C=C)CCC.[CH2:10]=[CH:11][C:12]1[CH:17]=[CH:16][CH:15]=[CH:14][CH:13]=1.[C:18](#[N:21])[CH:19]=[CH2:20]>C(C(C)=O)C>[C:18](#[N:21])[CH:19]=[CH2:20].[CH2:10]=[CH:11][C:12]1[CH:17]=[CH:16][CH:15]=[CH:14][CH:13]=1 |f:4.5|. Procedure details: The butylacrylate rubber grafted with styrene and acrylonitrile (BA-g-SAN) was prepared by polymerizing butyl acrylate to form a polybutylacrylate rubber using conventional emulsion polymerization. The rubber was crosslinked during polymerization such that the swelling index of the rubber in methyl ethyl ketone at 25° C. was about 10. The rubber was grafted by polymerizing a 70/30 weight ratio of styrene and acrylonitrile (120 parts total) in the presence of 100 parts of the rubber. The resultin... The reactants are CCOC(=O)C=Cc1cccc(Br)c1, O=C(O)C(O)C(O)C(=O)O, C1CCOC1, CC(C)C[AlH]CC(C)C, CCOC(C)=O. Product: OCC=Cc1cccc(Br)c1. RXN SMILES: [Br:1][c:2]1[cH:3][c:4]([CH:8]=[CH:9][C:10](=[O:11])[O:12][CH2:13][CH3:14])[cH:5][cH:6][cH:7]1.[C:24]([OH:25])(=[O:26])[CH:27]([CH:28]([C:29]([OH:30])=[O:31])[OH:32])[OH:33].[CH2:40]1[O:41][CH2:42][CH2:43][CH2:44]1.[CH3:15][CH:16]([CH2:17][AlH:18][CH2:19][CH:20]([CH3:21])[CH3:22])[CH3:23].[CH3:34][CH2:35][O:36][C:37](=[O:38])[CH3:39]>>[Br:1][c:2]1[cH:3][c:4]([CH:8]=[CH:9][CH2:10][OH:11])[cH:5][cH:6][cH:7]1. The reactants are C(C)(C)(C)OCC1CN(CCN1)C1=NC(=C2C=CC(N(C2=C1)C1=C(C=CC=C1Cl)Cl)=O)C1=C(C=CC=C1)Cl (7-[3-(tert-butoxymethyl)piperazin-1-yl]-5-(2-chlorophenyl)-1-(2,6-dichlorophenyl)-1,6-naphthyridin-2(1H)-one), C(=O)(C(F)(F)F)O (TFA). Reaction conditions: time 2 hour. Yields the product ClC1=C(C=CC=C1)C1=C2C=CC(N(C2=CC(=N1)N1CC(NCC1)CO)C1=C(C=CC=C1Cl)Cl)=O (5-(2-Chlorophenyl)-1-(2,6-dichlorophenyl)-7-[3-(hydroxymethyl)piperazin-1-yl]-1,6-naphthyridin-2(1H)-one). RXN SMILES: C([O:5][CH2:6][CH:7]1[NH:12][CH2:11][CH2:10][N:9]([C:13]2[CH:22]=[C:21]3[C:16]([CH:17]=[CH:18][C:19](=[O:31])[N:20]3[C:23]3[C:28]([Cl:29])=[CH:27][CH:26]=[CH:25][C:24]=3[Cl:30])=[C:15]([C:32]3[CH:37]=[CH:36][CH:35]=[CH:34][C:33]=3[Cl:38])[N:14]=2)[CH2:8]1)(C)(C)C.C(O)(C(F)(F)F)=O>>[Cl:38][C:33]1[CH:34]=[CH:35][CH:36]=[CH:37][C:32]=1[C:15]1[N:14]=[C:13]([N:9]2[CH2:10][CH2:11][NH:12][CH:7]([CH2:6][OH:5])[CH2:8]2)[CH:22]=[C:21]2[C:16]=1[CH:17]=[CH:18][C:19](=[O:31])[N:20]2[C:23]1[C:24]([Cl:30])=[CH:25][CH:26]=[CH:27][C:28]=1[Cl:29]. Procedure: To 25 mg of 7-[3-(tert-butoxymethyl)piperazin-1-yl]-5-(2-chlorophenyl)-1-(2,6-dichlorophenyl)-1,6-naphthyridin-2(1H)-one was added 1 mL of TFA. The mixture was stirred 2 h at rt, then concentrated. The residue was purified by preparative thin-layer chromatography, eluting with 9:1 CH2Cl2-2M NH3 in MeOH. The reactants are Br.BrCC(=O)C=1N=C(SC1)NC(=N)N (2-bromo-1-(2-guanidino-4-thiazolyl)ethanone hydrobromide), C(=S)N (thioformamide). Solvent: CN(C=O)C (dimethylformamide). Conditions: time 2 hour. Product: Br.Br.N(C(=N)N)C=1SC=C(N1)C=1N=CSC1 (2-guanidino-4-(4-thiazolyl)thiazole dihydrobromide). Yield: 86.4%. RXN SMILES: [BrH:1].[Br:2][CH2:3][C:4]([C:6]1[N:7]=[C:8]([NH:11][C:12]([NH2:14])=[NH:13])[S:9][CH:10]=1)=O.[CH:15]([NH2:17])=[S:16]>CN(C)C=O>[BrH:2].[BrH:1].[NH:11]([C:8]1[S:9][CH:10]=[C:6]([C:4]2[N:17]=[CH:15][S:16][CH:3]=2)[N:7]=1)[C:12]([NH2:14])=[NH:13] |f:0.1,4.5.6|. Procedure: A mixture of 1.8 g (5.2 mmol) of 2-bromo-1-(2-guanidino-4-thiazolyl)ethanone hydrobromide, 0.34 g (5.5 mmol) of thioformamide, and 10 ml of dimethylformamide was stirred at room temperature for 2 hours. The mixture was concentrated and the residue was triturated with acetonitrile. The resulting precipitate was collected by filtration, washed with acetonitrile, and dried to afford 1.74 g (85%) of 2-guanidino-4-(4-thiazolyl)thiazole dihydrobromide. Th:s was dissolved in 10 ml of water, and 1 ml of... Run at time 0.5 hour. The product is ClC1=NC=CC=C1S(=O)(=O)N1C=C(C(=C1C=1C(=NC=CC1)F)F)CN(C(OC(C)(C)C)=O)C (tert-butyl {[1-[(2-chloropyridin-3-yl)sulfonyl]-4-fluoro-5-(2-fluoropyridin-3-yl)-1H-pyrrol-3-yl]methyl}methylcarbamate). Isolated yield 90.7%. Solvent: O (water), O1CCCC1 (tetrahydrofuran), O1CCCC1 (tetrahydrofuran). Reaction SMILES: [H-].[Na+].C1OCCOCCOCCOCCOC1.[F:18][C:19]1[C:20]([CH2:31][N:32]([CH3:40])[C:33](=[O:39])[O:34][C:35]([CH3:38])([CH3:37])[CH3:36])=[CH:21][NH:22][C:23]=1[C:24]1[C:25]([F:30])=[N:26][CH:27]=[CH:28][CH:29]=1.[Cl:41][C:42]1[C:47]([S:48](Cl)(=[O:50])=[O:49])=[CH:46][CH:45]=[CH:44][N:43]=1>O1CCCC1.O>[Cl:41][C:42]1[C:47]([S:48]([N:22]2[C:23]([C:24]3[C:25]([F:30])=[N:26][CH:27]=[CH:28][CH:29]=3)=[C:19]([F:18])[C:20]([CH2:31][N:32]([CH3:40])[C:33](=[O:39])[O:34][C:35]([CH3:36])([CH3:37])[CH3:38])=[CH:21]2)(=[O:50])=[O:49])=[CH:46][CH:45]=[CH:44][N:43]=1 |f:0.1|. Reported procedure: To a suspension of sodium hydride (60% in oil, 39 mg) in tetrahydrofuran (6 mL) were added dropwise 15-crown-5 (0.19 mL), a solution of tert-butyl {[4-fluoro-5-(2-fluoropyridin-3-yl)-1H-pyrrol-3-yl]methyl}methylcarbamate (243 mg) in tetrahydrofuran (1 mL) and 2-chloropyridine-3-sulfonyl chloride (239 mg) under ice-cooling, and the mixture was stirred for 0.5 hr. The reaction mixture was diluted with water, and extracted with ethyl acetate. The separated aqueous layer was extracted again with eth... Reactants: [H-].[Na+] (sodium hydride), C1COCCOCCOCCOCCO1 (15-crown-5), FC=1C(=CNC1C=1C(=NC=CC1)F)CN(C(OC(C)(C)C)=O)C (tert-butyl {[4-fluoro-5-(2-fluoropyridin-3-yl)-1H-pyrrol-3-yl]methyl}methylcarbamate), ClC1=NC=CC=C1S(=O)(=O)Cl (2-chloropyridine-3-sulfonyl chloride). Starting materials: COC(=O)C=1C=C(C=C2C(CC(NC12)C1=CC(=CC=C1)Br)(C)C)Cl (2-(3-bromo-phenyl)-6-chloro-4,4-dimethyl-1,2,3,4-tetrahydro-quinoline-8-carboxylic acid methyl ester), NC(C(=O)O)(C)C (2-amino-2-methyl-propionic acid), C([O-])([O-])=O.[K+].[K+] (potassium carbonate). The reagents and catalysts are [Cu]I (copper(I) iodide). The solvent is CS(=O)C (dimethyl sulfoxide). The product is C(=O)(O)C1(CC1)NC=1C=C(C=CC1)C1NC2=C(C=C(C=C2C(C1)(C)C)Cl)C(=O)O (2-[3-(1-carboxy-cyclopropylamino)-phenyl]-6-chloro-4,4-dimethyl-1,2,3,4-tetrahydro-quinoline-8-carboxylic acid). Isolated yield 18.9%. Reaction SMILES: C[O:2][C:3]([C:5]1[CH:6]=[C:7]([Cl:24])[CH:8]=[C:9]2[C:14]=1[NH:13][CH:12]([C:15]1[CH:20]=[CH:19][CH:18]=[C:17](Br)[CH:16]=1)[CH2:11][C:10]2([CH3:23])[CH3:22])=[O:4].[NH2:25][C:26]([CH3:31])([CH3:30])[C:27]([OH:29])=[O:28].C(=O)([O-])[O-].[K+].[K+]>CS(C)=O.[Cu]I>[C:27]([C:26]1([NH:25][C:17]2[CH:16]=[C:15]([CH:12]3[CH2:11][C:10]([CH3:22])([CH3:23])[C:9]4[C:14](=[C:5]([C:3]([OH:2])=[O:4])[CH:6]=[C:7]([Cl:24])[CH:8]=4)[NH:13]3)[CH:20]=[CH:19][CH:18]=2)[CH2:31][CH2:30]1)([OH:29])=[O:28] |f:2.3.4|. Reported procedure: A solution of 2-(3-bromo-phenyl)-6-chloro-4,4-dimethyl-1,2,3,4-tetrahydro-quinoline-8-carboxylic acid methyl ester (408.0 mg, 1.0 mmol), copper(I) iodide (57.0 mg, 0.3 mmol), 2-amino-2-methyl-propionic acid (309.0 mg, 3.0 mmol) and potassium carbonate (415.0 mg, 3.0 mmol) in dimethyl sulfoxide (2.0 mL) was stirred at 120° C. for 16 h. Then the reaction mixture was cooled to room temperature and extracted with ethyl acetate (150 mL×2), washed with water (50 mL×2) and saturated aqueous ammonium ch... Reaction SMILES: [CH3:1][CH:2]([CH2:6][C:7]([F:10])([F:9])[F:8])[C:3](O)=[O:4].[C:11]1([C@@H:17]([NH2:19])[CH3:18])[CH:16]=[CH:15][CH:14]=[CH:13][CH:12]=1.C1(N=C=NC2CCCCC2)CCCCC1>ClCCl.CN(C1C=CN=CC=1)C>[F:8][C:7]([F:10])([F:9])[CH2:6][CH:2]([CH3:1])[C:3]([NH:19][C@H:17]([C:11]1[CH:16]=[CH:15][CH:14]=[CH:13][CH:12]=1)[CH3:18])=[O:4]. The reactants are C1(=CC=CC=C1)[C@H](C)N ((S)-1-phenylethylamine), C1(CCCCC1)N=C=NC1CCCCC1 (dicyclohexylcarbodiimide), CC(C(=O)O)CC(F)(F)F (2-methyl-4,4,4-trifluorobutanoic acid). Run at time 15 minute. Reagents/catalysts: CN(C)C1=CC=NC=C1 (4-(N,N-dimethylamino)-pyridine). Run in ClCCl (dichloromethane), ClCCl (dichloromethane), ClCCl (dichloromethane). Procedure: A solution of 2-methyl-4,4,4-trifluorobutanoic acid (10.0 g, 0.064 mole) in dichloromethane (150 mL) was treated with 4-(N,N-dimethylamino)-pyridine (7.8 g, 0.064 mole), and the mixture was stirred for 15 min. A solution containing (S)-1-phenylethylamine (7.8 g, 0.064 mole) in dichloromethane (50 mL) was added, the mixture was stirred for a further 15 min, and then a solution of dicyclohexylcarbodiimide (15.9 g, 0.077 mole) in dichloromethane (100 mL) was added. Stirring was continued for 15 hou... Product: FC(CC(C(=O)N[C@@H](C)C1=CC=CC=C1)C)(F)F ((RS)-4,4,4-Trifluoro-2-methyl-N-[(S)-1-phenylethyl]butyramide). The reactants are Cl (Hydrochloric acid), FC1=CC=C(C=C1)S(=O)(=O)N1C(=C(C=C1C1=CC=CC=C1)C(=O)OCC)C (Ethyl 1-[(4-fluorophenyl)sulfonyl]-2-methyl-5-phenyl-1H-pyrrole-3-carboxylate), solution, [H-].C(C(C)C)[Al+]CC(C)C (diisobutylaluminum hydride). The solvent is O1CCCC1 (tetrahydrofuran), C1(=CC=CC=C1)C (toluene). Run at temperature -78 celsius, time 1 hour. Yields the product FC1=CC=C(C=C1)S(=O)(=O)N1C(=C(C=C1C1=CC=CC=C1)C=O)C (1-[(4-Fluorophenyl)sulfonyl]-2-methyl-5-phenyl-1H-pyrrole-3-carbaldehyde). The yield is 62.4%. RXN SMILES: [F:1][C:2]1[CH:7]=[CH:6][C:5]([S:8]([N:11]2[C:15]([C:16]3[CH:21]=[CH:20][CH:19]=[CH:18][CH:17]=3)=[CH:14][C:13]([C:22](OCC)=[O:23])=[C:12]2[CH3:27])(=[O:10])=[O:9])=[CH:4][CH:3]=1.[H-].C([Al+]CC(C)C)C(C)C.Cl>O1CCCC1.C1(C)C=CC=CC=1>[F:1][C:2]1[CH:3]=[CH:4][C:5]([S:8]([N:11]2[C:15]([C:16]3[CH:21]=[CH:20][CH:19]=[CH:18][CH:17]=3)=[CH:14][C:13]([CH:22]=[O:23])=[C:12]2[CH3:27])(=[O:9])=[O:10])=[CH:6][CH:7]=1 |f:1.2|. Procedure details: Ethyl 1-[(4-fluorophenyl)sulfonyl]-2-methyl-5-phenyl-1H-pyrrole-3-carboxylate (380 mg) was dissolved in tetrahydrofuran (15 mL), and the mixture was cooled to −78° C. A 1.5 mol/l solution (1.96 mL) of diisobutylaluminum hydride in toluene was added dropwise, and the mixture was further stirred at −78° C. for 1 hr. 1 mol/l Hydrochloric acid (20 mL) was added to the reaction mixture, and the mixture was stirred at room temperature for 15 min and extracted with ethyl acetate. The extract was washed... Reactants: ClCCl, COC(=O)C(OC)C(O)c1ccc(OCCCOc2ccc(-c3ccccc3)cc2)cc1F, O=C(OC(=O)C(F)(F)F)C(F)(F)F, c1ccncc1. Yields the product COC(=O)C(Cc1ccc(OCCCOc2ccc(-c3ccccc3)cc2)cc1F)OC. Reaction SMILES: [CH2:53]([Cl:54])[Cl:55].[CH3:20][O:21][C:22]([CH:23]([CH:24]([OH:25])[c:26]1[c:27]([F:49])[cH:28][c:29]([O:32][CH2:33][CH2:34][CH2:35][O:36][c:37]2[cH:38][cH:39][c:40](-[c:43]3[cH:44][cH:45][cH:46][cH:47][cH:48]3)[cH:41][cH:42]2)[cH:30][cH:31]1)[O:50][CH3:51])=[O:52].[F:1][C:2]([F:3])([F:4])[C:5]([O:6][C:7](=[O:8])[C:9]([F:10])([F:11])[F:12])=[O:13].[cH:14]1[cH:15][cH:16][n:17][cH:18][cH:19]1>>[CH3:20][O:21][C:22]([CH:23]([CH2:24][c:26]1[c:27]([F:49])[cH:28][c:29]([O:32][CH2:33][CH2:34][CH2:35][O:36][c:37]2[cH:38][cH:39][c:40](-[c:43]3[cH:44][cH:45][cH:46][cH:47][cH:48]3)[cH:41][cH:42]2)[cH:30][cH:31]1)[O:50][CH3:51])=[O:52].